From a dataset of the Open Reaction Database (ORD), a public repository of structured organic reaction records. describe an organic reaction: reactants, conditions, products, and yield The reactants are OC1=CC=C(C=O)C=C1 (4-hydroxybenzaldehyde), FC(CCO)(F)F (3,3,3-trifluoropropanol), C1(=CC=CC=C1)P(C1=CC=CC=C1)C1=CC=CC=C1 (triphenylphosphine), CC(C)OC(=O)/N=N/C(=O)OC(C)C (diisopropylazodicarboxylate). The solvent is C1CCOC1 (THF). Conditions: time 60 hour. Product: FC(CCOC1=CC=C(C=O)C=C1)(F)F (4-(3,3,3-Trifluoropropoxy)benzaldehyde). Isolated yield 39.1%. RXN SMILES: [OH:1][C:2]1[CH:9]=[CH:8][C:5]([CH:6]=[O:7])=[CH:4][CH:3]=1.[F:10][C:11]([F:16])([F:15])[CH2:12][CH2:13]O.C1(P(C2C=CC=CC=2)C2C=CC=CC=2)C=CC=CC=1.CC(OC(/N=N/C(OC(C)C)=O)=O)C>C1COCC1>[F:10][C:11]([F:16])([F:15])[CH2:12][CH2:13][O:1][C:2]1[CH:9]=[CH:8][C:5]([CH:6]=[O:7])=[CH:4][CH:3]=1. Reported procedure: To a stirred solution of 4-hydroxybenzaldehyde (0.36 g, 2.93 mmol), 3,3,3-trifluoropropanol (0.5 g, 4.39 mmol) and triphenylphosphine (1.15 g, 4.39 mmol) in dry THF (10 ml) at 0° C. under an atmosphere of argon was added dropwise diisopropylazodicarboxylate (0.89 g, 4.39 mmol). On completion of the addition, the reaction mixture was stirred at room temperature for 60 h. The solvent was removed under reduced pressure and the residue was purified by flash chromatography (4:1 Hexane/EtOAc) to give ... The reactants are FC(C=1C=C(N)C=CC1)(F)F (3-(trifluoromethyl)aniline), NC1=CC=C(C=C1)C1=NOC(=C1)C(=O)NC(C(=O)OC)C(C)C (Methyl 2-(3-(4-aminophenyl)isoxazole-5-carboxamido)-3-methylbutanoate), CCOC(=O)C (EtOAc), O (water). Run in C(C(=O)Cl)(=O)Cl (oxalyl chloride). Run at time 3 hour. Product: CC(C(C(=O)OC)NC(=O)C1=CC(=NO1)C1=CC=C(C=C1)NC(C(NC1=CC(=CC=C1)C(F)(F)F)=O)=O)C (Methyl 3-methyl-2-(3-(4-(2-oxo-2-(3-(trifluoromethyl)phenylamino) acetamido)phenyl)isoxazole-5-carboxamido)butanoate). Yield: 29.0%. RXN SMILES: [F:1][C:2]([F:11])([F:10])[C:3]1[CH:4]=[C:5]([CH:7]=[CH:8][CH:9]=1)[NH2:6].[NH2:12][C:13]1[CH:18]=[CH:17][C:16]([C:19]2[CH:23]=[C:22]([C:24]([NH:26][CH:27]([CH:32]([CH3:34])[CH3:33])[C:28]([O:30][CH3:31])=[O:29])=[O:25])[O:21][N:20]=2)=[CH:15][CH:14]=1.[OH2:35].CCO[C:39]([CH3:41])=[O:40]>C(Cl)(=O)C(Cl)=O>[CH3:33][CH:32]([CH3:34])[CH:27]([NH:26][C:24]([C:22]1[O:21][N:20]=[C:19]([C:16]2[CH:17]=[CH:18][C:13]([NH:12][C:39](=[O:40])[C:41](=[O:35])[NH:6][C:5]3[CH:7]=[CH:8][CH:9]=[C:3]([C:2]([F:10])([F:11])[F:1])[CH:4]=3)=[CH:14][CH:15]=2)[CH:23]=1)=[O:25])[C:28]([O:30][CH3:31])=[O:29]. Procedure details: To 3-(trifluoromethyl)aniline (0.117 ml), methyl 2-(3-(4-aminophenyl)isoxazole-5-carboxamido)-3-methylbutanoate (300 mg, example 151, step 3) in EtOAc (6 ml), oxalyl chloride was added and stirred at RT for 3 hours. To this water was added and organic layer was collected and dried over Na2SO4 and concentrated to obtain brown solid which was purified by column chromatography (silica gel, EtOAc—CHCl3 to obtain pale brown solid which was crystallized from DCM-Petroleum ether to yield 150 mg (29%) o... The reactants are O=C(O)c1cnc(C(=O)c2ccccc2)nc1, CCN(C(C)C)C(C)C, O=C(Cl)C(=O)Cl, ClCCl, NN1CCOCC1, CN(C)C=O. Yields the product O=C(NN1CCOCC1)c1cnc(C(=O)c2ccccc2)nc1. As a reaction SMILES: [C:1]([c:2]1[cH:3][cH:4][cH:5][cH:6][cH:7]1)(=[O:8])[c:9]1[n:10][cH:11][c:12]([C:15](=[O:16])[OH:17])[cH:13][n:14]1.[CH:31]([N:32]([CH2:33][CH3:34])[CH:35]([CH3:36])[CH3:37])([CH3:38])[CH3:39].[Cl:18][C:19]([C:20]([Cl:21])=[O:22])=[O:23].[Cl:40][CH2:41][Cl:42].[O:24]1[CH2:25][CH2:26][N:27]([NH2:30])[CH2:28][CH2:29]1.[O:43]=[CH:44][N:45]([CH3:46])[CH3:47]>>[C:1]([c:2]1[cH:3][cH:4][cH:5][cH:6][cH:7]1)(=[O:8])[c:9]1[n:10][cH:11][c:12]([C:15](=[O:17])[NH:30][N:27]2[CH2:26][CH2:25][O:24][CH2:29][CH2:28]2)[cH:13][n:14]1. The reactants are C(C)(=O)C1=CC(=C(C(=C1C(=O)O)NC1=C(C=CC=C1)Cl)F)F (6-acetyl-2-(2-chlorophenylamino)-3,4-difluorobenzoic acid), O.NN (hydrazine monohydrate), Cl (HCl). Solvent: C1CCOC1 (THF), CCOC(=O)C (EtOAc). Reaction conditions: time 16 hour. The product is ClC1=C(C=CC=C1)NC=1C(=C(C=C2C(=NNC(C12)=O)C)F)F (8-(2-chlorophenylamino)-6,7-difluoro-4-methyl-2H-phthalazin-1-one). Isolated yield 86.0%. RXN SMILES: [C:1]([C:4]1[C:9]([C:10](O)=[O:11])=[C:8]([NH:13][C:14]2[CH:19]=[CH:18][CH:17]=[CH:16][C:15]=2[Cl:20])[C:7]([F:21])=[C:6]([F:22])[CH:5]=1)(=O)[CH3:2].O.[NH2:24][NH2:25].Cl>C1COCC1.CCOC(C)=O>[Cl:20][C:15]1[CH:16]=[CH:17][CH:18]=[CH:19][C:14]=1[NH:13][C:8]1[C:7]([F:21])=[C:6]([F:22])[CH:5]=[C:4]2[C:9]=1[C:10](=[O:11])[NH:25][N:24]=[C:1]2[CH3:2] |f:1.2|. Procedure: To a solution of 6-acetyl-2-(2-chlorophenylamino)-3,4-difluorobenzoic acid (62 mg, 0.19 mmol, prepared by the procedures described in Example 1) and hydrazine monohydrate (0.031 mL, 0.63 mmol) in THF (3 mL) was added catalytic amount of 1 N aqueous HCl (0.15 mL, 0.15 mmol) at room temperature. After stirring for 16 hours at room temperature, the reaction mixture was diluted with EtOAc, and washed with water (2×) and brine. The organic layer was dried over MgSO4, filtered, and concentrated in vac... Reactants: crude product, COC1=CC(=C(OC2=CC=C(CNC(=O)C3(CC3)NC(=O)C=3C=NC(=NC3)S(=O)C)C=C2)C=C1)C(F)(F)F (2-methanesulphinyl-pyrimidine-5-carboxylic acid{1-[4-(4-methoxy-2-trifluoromethyl-phenoxy)-benzylcarbamoyl]-cyclopropyl}-amide), ClC1=CC(=CC=C1)C(=O)OO (3-chloroperbenzoic acid). Run at time 2 hour. The product is COC1=CC(=C(OC2=CC=C(CNC(=O)C3(CC3)NC(=O)C=3C=NC(=NC3)S(=O)(=O)C)C=C2)C=C1)C(F)(F)F (2-methanesulphonyl-pyrimidine-5-carboxylic acid{1-[4-(4-methoxy-2-trifluoromethyl-phenoxy)-benzylcarbamoyl]-cyclopropyl}-amide). RXN SMILES: [CH3:1][O:2][C:3]1[CH:34]=[CH:33][C:6]([O:7][C:8]2[CH:32]=[CH:31][C:11]([CH2:12][NH:13][C:14]([C:16]3([NH:19][C:20]([C:22]4[CH:23]=[N:24][C:25]([S:28]([CH3:30])=[O:29])=[N:26][CH:27]=4)=[O:21])[CH2:18][CH2:17]3)=[O:15])=[CH:10][CH:9]=2)=[C:5]([C:35]([F:38])([F:37])[F:36])[CH:4]=1.ClC1C=CC=C(C(OO)=[O:47])C=1>>[CH3:1][O:2][C:3]1[CH:34]=[CH:33][C:6]([O:7][C:8]2[CH:9]=[CH:10][C:11]([CH2:12][NH:13][C:14]([C:16]3([NH:19][C:20]([C:22]4[CH:23]=[N:24][C:25]([S:28]([CH3:30])(=[O:47])=[O:29])=[N:26][CH:27]=4)=[O:21])[CH2:17][CH2:18]3)=[O:15])=[CH:31][CH:32]=2)=[C:5]([C:35]([F:36])([F:38])[F:37])[CH:4]=1. Reported procedure: Half the crude product mixture from Example 148 was combined with a further 186 mg 3-chloroperbenzoic acid and stirred for two hours at ambient temperature. After the solution had been evaporated down the crude product thus obtained was purified by chromatography (reversed phase HPLC). Reactants: C(C)(C)(C)OC(=O)N1CCN(CC1)C1=C2C(=NC=C1Br)NC(=N2)C2=CC=C(C=C2)N(C)C (4-[6-Bromo-2-(4-dimethylamino-phenyl)-3H-imidazo[4,5-b]pyridin-7-yl]-piperazine-1-carboxylic acid tert-butyl ester), C(=O)(C(F)(F)F)O (TFA), C(=O)(C(F)(F)F)O (TFA). Solvent: ClCCl (dichloromethane). Run at time 30 minute. The product is BrC=1C(=C2C(=NC1)NC(=N2)C2=CC=C(C=C2)N(C)C)N2CCNCC2 ([4-(6-Bromo-7-piperazin-1-yl-3H-imidazo[4,5-b]pyridin-2-yl)-phenyl]-dimethyl-amine). The yield is 75.8%. RXN SMILES: C(OC([N:8]1[CH2:13][CH2:12][N:11]([C:14]2[C:19]([Br:20])=[CH:18][N:17]=[C:16]3[NH:21][C:22]([C:24]4[CH:29]=[CH:28][C:27]([N:30]([CH3:32])[CH3:31])=[CH:26][CH:25]=4)=[N:23][C:15]=23)[CH2:10][CH2:9]1)=O)(C)(C)C.C(O)(C(F)(F)F)=O>ClCCl>[Br:20][C:19]1[C:14]([N:11]2[CH2:10][CH2:9][NH:8][CH2:13][CH2:12]2)=[C:15]2[N:23]=[C:22]([C:24]3[CH:29]=[CH:28][C:27]([N:30]([CH3:32])[CH3:31])=[CH:26][CH:25]=3)[NH:21][C:16]2=[N:17][CH:18]=1. Procedure details: To 4-[6-Bromo-2-(4-dimethylamino-phenyl)-3H-imidazo[4,5-b]pyridin-7-yl]-piperazine-1-carboxylic acid tert-butyl ester (0.380 g, 0.75 mmol) in dichloromethane (20 mL) at 0° C. was added slowly TFA (2 mL) and the reaction mixture was stirred at rt for 30 mins. TFA (1 mL) was added and the reaction mixture was stirred at room temperature for 1 h. The reaction mixture was concentrated in vacuo and TFA was co-evaporated with CH3CN. The crude product was run trough a 5 g SCX cartridge and eluted with ... Starting materials: C(C)OC1=CC(CC(C1)(C)C)=O (3-Ethoxy-5,5-dimethylcyclohex-2-en-1-One), [H-].[Al+3].[Li+].[H-].[H-].[H-] (lithium aluminum hydride), 4h. The solvent is CCOCC (ether), CCOCC (ether). Product: CC1(CC=CC(C1)=O)C (5.5-Dimethylcyclohex-2-en-1-one). Reaction SMILES: [H-].[Al+3].[Li+].[H-].[H-].[H-].C([O:9][C:10]1[CH2:15][C:14]([CH3:17])([CH3:16])[CH2:13][C:12](=O)[CH:11]=1)C>CCOCC>[CH3:16][C:14]1([CH3:17])[CH2:15][C:10](=[O:9])[CH:11]=[CH:12][CH2:13]1 |f:0.1.2.3.4.5|. Procedure details: To a flame-dried 100 mL round-bottomed flask containing lithium aluminum hydride (0.95 g, 24.4 mmol, 0.5 mol equiv) in 35 mL anhydrous ether under nitrogen atmosphere at 0° C. was added 8.20 g (48.7 mmol) 3-ethoxy-5,5-dimethylcyclohex-2-en-l-one (10) portionwise through a syringe as a solution in 10 mL anhydrous ether. The reaction mixture was allowed to warm to room temperature, and after 4h, TLC. analysis indicated complete consumption of starting material. The reaction mixture was then cooled... Reactants: C1COCCN1, CC#N, CCOc1cc(C(CS(C)(=O)=O)N2Cc3c(Cl)ccc(NC(=O)CCl)c3C2=O)ccc1OC, Cl. The product is CCOc1cc(C(CS(C)(=O)=O)N2Cc3c(Cl)ccc(NC(=O)CN4CCOCC4)c3C2=O)ccc1OC. As a reaction SMILES: [CH2:34]1[CH2:35][O:36][CH2:37][CH2:38][NH:39]1.[CH3:41][C:42]#[N:43].[Cl:1][CH2:2][C:3](=[O:4])[NH:5][c:6]1[c:7]2[c:11]([c:12]([Cl:15])[cH:13][cH:14]1)[CH2:10][N:9]([CH:16]([CH2:17][S:18](=[O:19])(=[O:20])[CH3:21])[c:22]1[cH:23][c:24]([O:30][CH2:31][CH3:32])[c:25]([O:28][CH3:29])[cH:26][cH:27]1)[C:8]2=[O:33].[ClH:40]>>[CH2:2]([C:3](=[O:4])[NH:5][c:6]1[c:7]2[c:11]([c:12]([Cl:15])[cH:13][cH:14]1)[CH2:10][N:9]([CH:16]([CH2:17][S:18](=[O:19])(=[O:20])[CH3:21])[c:22]1[cH:23][c:24]([O:30][CH2:31][CH3:32])[c:25]([O:28][CH3:29])[cH:26][cH:27]1)[C:8]2=[O:33])[N:39]1[CH2:34][CH2:35][O:36][CH2:37][CH2:38]1. Starting materials: CC1CC(NC(=O)OC(C)(C)C)CN(Cc2ccccc2)C1, CCO. The product is CC1CNCC(NC(=O)OC(C)(C)C)C1. Reaction SMILES: [C:1]([CH3:2])([CH3:3])([CH3:4])[O:5][C:6]([NH:7][CH:8]1[CH2:9][N:10]([CH2:15][c:16]2[cH:17][cH:18][cH:19][cH:20][cH:21]2)[CH2:11][CH:12]([CH3:14])[CH2:13]1)=[O:22].[CH3:23][CH2:24][OH:25]>>[C:1]([CH3:2])([CH3:3])([CH3:4])[O:5][C:6]([NH:7][CH:8]1[CH2:9][NH:10][CH2:11][CH:12]([CH3:14])[CH2:13]1)=[O:22]. Reactants: C(#N)C1(SC2=C(N(C1=O)C)C=CC=C2)C2=CC=C(C=C2)OCC2CO2 (2-cyano-3,4-dihydro-2-[4-(2,3-epoxypropoxy)phenyl]-4-methyl-3-oxo-2H-1,4-benzothiazine), C(C)(C)(C)N (tert-butylamine). Solvent: C(C)O (ethanol). The product is C(C)(C)(C)NCC(COC1=CC=C(C=C1)C1(SC2=C(N(C1=O)C)C=CC=C2)C#N)O (2-[4-(3-tert-Butylamino-2-hydroxypropoxy)phenyl]-2-cyano-3,4-dihydro-4-methyl-3-oxo-2H-1,4-benzothiazine). Isolated yield 74.8%. RXN SMILES: [C:1]([C:3]1([C:15]2[CH:20]=[CH:19][C:18]([O:21][CH2:22][CH:23]3[O:25][CH2:24]3)=[CH:17][CH:16]=2)[C:8](=[O:9])[N:7]([CH3:10])[C:6]2[CH:11]=[CH:12][CH:13]=[CH:14][C:5]=2[S:4]1)#[N:2].[C:26]([NH2:30])([CH3:29])([CH3:28])[CH3:27]>C(O)C>[C:26]([NH:30][CH2:24][CH:23]([OH:25])[CH2:22][O:21][C:18]1[CH:17]=[CH:16][C:15]([C:3]2([C:1]#[N:2])[C:8](=[O:9])[N:7]([CH3:10])[C:6]3[CH:11]=[CH:12][CH:13]=[CH:14][C:5]=3[S:4]2)=[CH:20][CH:19]=1)([CH3:29])([CH3:28])[CH3:27]. Procedure: To a stirred suspension of 2-cyano-3,4-dihydro-2-[4-(2,3-epoxypropoxy)phenyl]-4-methyl-3-oxo-2H-1,4-benzothiazine (1.2 g, compound No. 23) in ethanol (15 ml), tert-butylamine (3.6 ml) is added. The mixture is refluxed for 1.5 hours, and concentrated in vacuo to give 1.3 g (74.8%) of the titled compound.